This data is from the Open Reaction Database (ORD), a public repository of structured organic reaction records. The task is: describe an organic reaction: reactants, conditions, products, and yield The reactants are C(O)([O-])=O.[Na+] (sodium hydrogen carbonate), solution, BH3, [OH-].[Na+] (sodium hydroxide), ClC=1C=CC2=C(N(C(CC3=C2N(C2=CC=C(C=C32)C(=O)OCC)C3CCCCC3)=O)CC(N3CCCCC3)=O)C1 (ethyl 3-chloro-12-cyclohexyl-6-oxo-5-[2-oxo-2-(piperidin-1-yl)ethyl]-5,6,7,12-tetrahydrobenzo[2,3]azepino[4,5-b]indole-9-carboxylate), solution, BH3, Cl (hydrochloric acid). Solvent: O1CCCC1 (tetrahydrofuran), O1CCCC1 (tetrahydrofuran), O1CCCC1 (tetrahydrofuran). Run at temperature 30 celsius, time 1 hour. The product is ClC=1C=CC2=C(N(CCC3=C2N(C2=CC=C(C=C32)C(=O)OCC)C3CCCCC3)CCN3CCCCC3)C1 (ethyl 3-chloro-12-cyclohexyl-5-[2-(piperidin-1-yl)ethyl]-5,6,7,12-tetrahydrobenzo[2,3]azepino[4,5-b]indole-9-carboxylate). Isolated yield 61.1%. As a reaction SMILES: [Cl:1][C:2]1[CH:3]=[CH:4][C:5]2[C:11]3[N:12]([CH:24]4[CH2:29][CH2:28][CH2:27][CH2:26][CH2:25]4)[C:13]4[C:18]([C:10]=3[CH2:9][C:8](=O)[N:7]([CH2:31][C:32](=O)[N:33]3[CH2:38][CH2:37][CH2:36][CH2:35][CH2:34]3)[C:6]=2[CH:40]=1)=[CH:17][C:16]([C:19]([O:21][CH2:22][CH3:23])=[O:20])=[CH:15][CH:14]=4.Cl.[OH-].[Na+].C(=O)([O-])O.[Na+]>O1CCCC1>[Cl:1][C:2]1[CH:3]=[CH:4][C:5]2[C:11]3[N:12]([CH:24]4[CH2:29][CH2:28][CH2:27][CH2:26][CH2:25]4)[C:13]4[C:18]([C:10]=3[CH2:9][CH2:8][N:7]([CH2:31][CH2:32][N:33]3[CH2:38][CH2:37][CH2:36][CH2:35][CH2:34]3)[C:6]=2[CH:40]=1)=[CH:17][C:16]([C:19]([O:21][CH2:22][CH3:23])=[O:20])=[CH:15][CH:14]=4 |f:2.3,4.5|. Reported procedure: To a solution of ethyl 3-chloro-12-cyclohexyl-6-oxo-5-[2-oxo-2-(piperidin-1-yl)ethyl]-5,6,7,12-tetrahydrobenzo[2,3]azepino[4,5-b]indole-9-carboxylate (886 mg, 1.57 mmol) in tetrahydrofuran (15 ml) was added dropwise a solution (8.2 ml) of 1M BH3 THF complex in tetrahydrofuran under ice-cooling, and the mixture was stirred under ice-cooling for 30 min., at room temperature for 3 hr, at 30° C. for 2 hr, and further at 60-70° C. for 1 hr. The reaction mixture was allowed to cool, a solution (4.1 ml... Reactants: CCOC(=O)CCC(C=O)NC(=O)OC(C)(C)C, [H-], [Na+], [Na+], COP(=O)(CC(=O)Cc1cc(C)cc(C)c1)OC, C1CCOC1, [OH-], O. The product is CCOC(=O)CCC(C=CC(=O)Cc1cc(C)cc(C)c1)NC(=O)OC(C)(C)C. As a reaction SMILES: [C:21]([CH3:22])([CH3:23])([CH3:24])[O:25][C:26](=[O:27])[NH:28][CH:29]([CH2:30][CH2:31][C:32](=[O:33])[O:34][CH2:35][CH3:36])[CH:37]=[O:38].[H-:1].[Na+:2].[Na+:40].[O:3]=[C:4]([CH2:5][P:6](=[O:7])([O:8][CH3:9])[O:10][CH3:11])[CH2:12][c:13]1[cH:14][c:15]([CH3:20])[cH:16][c:17]([CH3:19])[cH:18]1.[O:41]1[CH2:42][CH2:43][CH2:44][CH2:45]1.[OH-:39].[OH2:46]>>[O:3]=[C:4]([CH:5]=[CH:37][CH:29]([NH:28][C:26]([O:25][C:21]([CH3:22])([CH3:23])[CH3:24])=[O:27])[CH2:30][CH2:31][C:32](=[O:33])[O:34][CH2:35][CH3:36])[CH2:12][c:13]1[cH:14][c:15]([CH3:20])[cH:16][c:17]([CH3:19])[cH:18]1.